From a dataset of the Open Reaction Database (ORD), a public repository of structured organic reaction records. describe an organic reaction: reactants, conditions, products, and yield Starting materials: N#Cc1ccc(F)cn1, C[O-], CCOC(C)=O, [Na+]. Yields the product COc1ccc(C#N)nc1. RXN SMILES: [C:1](#[N:2])[c:3]1[n:4][cH:5][c:6]([F:9])[cH:7][cH:8]1.[CH3:10][O-:11].[CH3:13][CH2:14][O:15][C:16](=[O:17])[CH3:18].[Na+:12]>>[C:1](#[N:2])[c:3]1[n:4][cH:5][c:6]([O:11][CH3:10])[cH:7][cH:8]1. Reactants: C(C)(=O)O.COP(=O)(CC(CC(C)C)C(N[C@@H](CC(C)C)C(NC)=O)=O)CN ((aminomethyl)[(RS)-4-methyl-2-[[(S)-3-methyl-1-(methylcarbamoyl)butyl]carbamoyl]pentyl]phosphinic acid methyl ester acetate), C(C1=CC=CC=C1)OC1=C2C(C(=O)OC2=O)=CC=C1 (3-(benzyloxy)phthalic anhydride). Yields the product COP(=O)(CC(CC(C)C)C(N[C@@H](CC(C)C)C(NC)=O)=O)CN1C(C=2C(C1=O)=C(C=CC2)OCC2=CC=CC=C2)=O ([[3-(benzyloxy)phthalimido]methyl][(RS)-4-methyl-2-[[(S)-3-methyl-1-(methylcarbamoyl)butyl]carbamoyl]pentyl]-phosphinic acid methyl ester). Yield: 38.3%. As a reaction SMILES: C(O)(=O)C.[CH3:5][O:6][P:7]([CH2:27][NH2:28])([CH2:9][CH:10]([C:15](=[O:26])[NH:16][C@H:17]([C:22](=[O:25])[NH:23][CH3:24])[CH2:18][CH:19]([CH3:21])[CH3:20])[CH2:11][CH:12]([CH3:14])[CH3:13])=[O:8].[CH2:29]([O:36][C:37]1[CH:47]=[CH:46][CH:45]=[C:39]2[C:40]([O:42][C:43](=O)[C:38]=12)=[O:41])[C:30]1[CH:35]=[CH:34][CH:33]=[CH:32][CH:31]=1>>[CH3:5][O:6][P:7]([CH2:27][N:28]1[C:43](=[O:42])[C:38]2=[C:37]([O:36][CH2:29][C:30]3[CH:35]=[CH:34][CH:33]=[CH:32][CH:31]=3)[CH:47]=[CH:46][CH:45]=[C:39]2[C:40]1=[O:41])([CH2:9][CH:10]([C:15](=[O:26])[NH:16][C@H:17]([C:22](=[O:25])[NH:23][CH3:24])[CH2:18][CH:19]([CH3:21])[CH3:20])[CH2:11][CH:12]([CH3:14])[CH3:13])=[O:8] |f:0.1|. Procedure: In a manner analogous to that described in Example 3(A), from 0.64 g of (aminomethyl)[(RS)-4-methyl-2-[[(S)-3-methyl-1-(methylcarbamoyl)butyl]carbamoyl]pentyl]phosphinic acid methyl ester acetate and 0.4 g of 3-(benzyloxy)phthalic anhydride, there was obtained 0.347 g of [[3-(benzyloxy)phthalimido]methyl][(RS)-4-methyl-2-[[(S)-3-methyl-1-(methylcarbamoyl)butyl]carbamoyl]pentyl]-phosphinic acid methyl ester in the form of a white foam.